This data is from the Open Reaction Database (ORD), a public repository of structured organic reaction records. The task is: describe an organic reaction: reactants, conditions, products, and yield Reaction SMILES: Br[C:2]1C=CC2N(C(C3SC(SC)=CC=3)=CN=2)C=1.CC1(C)C(C)(C)OB(C2C(C3C=CC(C(OC)=O)=CC=3)=NN(C(C3C=CC=CC=3)(C3C=CC=CC=3)C3C=CC=CC=3)C=2)O1.[CH3:61][S:62][C:63]1[S:67][C:66]([C:68]2[N:72]3[CH:73]=[C:74]([C:77]4[C:78]([C:101]5[CH:110]=[CH:109][C:104]([C:105]([O:107][CH3:108])=[O:106])=[CH:103][CH:102]=5)=[N:79][N:80]([C:82]([C:95]5[CH:100]=[CH:99][CH:98]=[CH:97][CH:96]=5)([C:89]5[CH:94]=[CH:93][CH:92]=[CH:91][CH:90]=5)[C:83]5[CH:88]=[CH:87][CH:86]=[CH:85][CH:84]=5)[CH:81]=4)[CH:75]=[CH:76][C:71]3=[N:70][CH:69]=2)=[CH:65][CH:64]=1>>[CH3:61][S:62][C:63]1[S:67][C:66]([C:68]2[N:72]3[CH:73]=[C:74]([C:77]4[C:78]([C:101]5[CH:102]=[CH:103][C:104]([C:105]([O:107][CH2:108][CH3:2])=[O:106])=[CH:109][CH:110]=5)=[N:79][N:80]([C:82]([C:83]5[CH:84]=[CH:85][CH:86]=[CH:87][CH:88]=5)([C:95]5[CH:100]=[CH:99][CH:98]=[CH:97][CH:96]=5)[C:89]5[CH:94]=[CH:93][CH:92]=[CH:91][CH:90]=5)[CH:81]=4)[CH:75]=[CH:76][C:71]3=[N:70][CH:69]=2)=[CH:65][CH:64]=1. Starting materials: BrC=1C=CC=2N(C1)C(=CN2)C=2SC(=CC2)SC (6-bromo-3-[5-(methylsulfanyl)-2-thienyl]imidazo[1,2-a]pyridine), mixture, CC1(OB(OC1(C)C)C=1C(=NN(C1)C(C1=CC=CC=C1)(C1=CC=CC=C1)C1=CC=CC=C1)C1=CC=C(C(=O)OC)C=C1)C (methyl 4-[4-(4,4,5,5-tetramethyl-1,3,2-dioxaborolan-2-yl)-1-trityl-1H-3-pyrazolyl]benzoate), CC1(OB(OC1(C)C)C=1C(=NN(C1)C(C1=CC=CC=C1)(C1=CC=CC=C1)C1=CC=CC=C1)C1=CC=C(C(=O)OC)C=C1)C (methyl 4-[4-(4,4,5,5-tetramethyl-1,3,2-dioxaborolan-2-yl)-1-trityl-1H-3-pyrazolyl]benzoate), mixture, CSC1=CC=C(S1)C1=CN=C2N1C=C(C=C2)C=2C(=NN(C2)C(C2=CC=CC=C2)(C2=CC=CC=C2)C2=CC=CC=C2)C2=CC=C(C(=O)OC)C=C2 (methyl 4-{4-[3-(5-methylsulfanylthiophen-2-yl)imidazo[1,2-a]-pyridin-6-yl]-1-trityl-1H-pyrazol-3-yl}benzoate). Reported procedure: 260 mg 6-bromo-3-[5-(methylsulfanyl)-2-thienyl]imidazo[1,2-a]pyridine (compound in Production Example 58) and 1 g mixture of methyl 4-[4-(4,4,5,5-tetramethyl-1,3,2-dioxaborolan-2-yl)-1-trityl-1H-3-pyrazolyl]benzoate and methyl 4-[4-(4,4,5,5-tetramethyl-1,3,2-dioxaborolan-2-yl)-1-trityl-1H-3-pyrazolyl]benzoate were reacted in the same manner as in Example 10, whereby 515 mg mixture of methyl 4-{4-[3-(5-methylsulfanylthiophen-2-yl)imidazo[1,2-a]-pyridin-6-yl]-1-trityl-1H-pyrazol-3-yl}benzoate and ... Product: CSC1=CC=C(S1)C1=CN=C2N1C=C(C=C2)C=2C(=NN(C2)C(C2=CC=CC=C2)(C2=CC=CC=C2)C2=CC=CC=C2)C2=CC=C(C(=O)OCC)C=C2 (ethyl 4-{4-[3-(5-methylsulfanylthiophen-2-yl)imidazo[1,2-a]-pyridin-6-yl]-1-trityl-1H-pyrazol-3-yl}benzoate). The reactants are CN(CC(=O)O)NC(=O)NCc1ccncc1, CCOC(OCC)C(C)N(Cc1cccc2ccccc12)C(=O)C(C)N. The product is CCOC(OCC)C(C)N(Cc1cccc2ccccc12)C(=O)C(C)NC(=O)CN(C)NC(=O)NCc1ccncc1. As a reaction SMILES: [CH3:1][N:2]([NH:3][C:4]([NH:5][CH2:6][c:7]1[cH:8][cH:9][n:10][cH:11][cH:12]1)=[O:13])[CH2:14][C:15](=[O:16])[OH:17].[NH2:18][CH:19]([C:20](=[O:21])[N:22]([CH2:23][c:24]1[cH:25][cH:26][cH:27][c:28]2[cH:29][cH:30][cH:31][cH:32][c:33]12)[CH:34]([CH:35]([O:36][CH2:37][CH3:38])[O:39][CH2:40][CH3:41])[CH3:42])[CH3:43]>>[CH3:1][N:2]([NH:3][C:4]([NH:5][CH2:6][c:7]1[cH:8][cH:9][n:10][cH:11][cH:12]1)=[O:13])[CH2:14][C:15](=[O:17])[NH:18][CH:19]([C:20](=[O:21])[N:22]([CH2:23][c:24]1[cH:25][cH:26][cH:27][c:28]2[cH:29][cH:30][cH:31][cH:32][c:33]12)[CH:34]([CH:35]([O:36][CH2:37][CH3:38])[O:39][CH2:40][CH3:41])[CH3:42])[CH3:43]. The reactants are COc1ccc(C(OC)C(=O)NCc2ccc(C#N)cc2)c(F)c1O, CC(=O)[O-], CC(=O)[O-], ClCCl, [Cu+2], OB(O)c1ccccc1, c1ccncc1. Product: COc1ccc(C(OC)C(=O)NCc2ccc(C#N)cc2)c(F)c1Oc1ccccc1. RXN SMILES: [C:1](#[N:2])[c:3]1[cH:4][cH:5][c:6]([CH2:7][NH:8][C:9]([CH:10]([O:11][CH3:12])[c:13]2[c:14]([F:22])[c:15]([OH:21])[c:16]([O:19][CH3:20])[cH:17][cH:18]2)=[O:23])[cH:24][cH:25]1.[C:44]([O-:45])(=[O:46])[CH3:47].[C:49]([O-:50])(=[O:51])[CH3:52].[Cl:41][CH2:42][Cl:43].[Cu+2:48].[c:26]1([B:32]([OH:33])[OH:34])[cH:27][cH:28][cH:29][cH:30][cH:31]1.[cH:35]1[cH:36][cH:37][n:38][cH:39][cH:40]1>>[C:1](#[N:2])[c:3]1[cH:4][cH:5][c:6]([CH2:7][NH:8][C:9]([CH:10]([O:11][CH3:12])[c:13]2[c:14]([F:22])[c:15]([O:21][c:26]3[cH:27][cH:28][cH:29][cH:30][cH:31]3)[c:16]([O:19][CH3:20])[cH:17][cH:18]2)=[O:23])[cH:24][cH:25]1. The reactants are BrC1=C([C@H](C)O)C=CC=C1 ((S)-(−)-2-bromo-alpha-methylbenzyl alcohol), [Si](C)(C)(C(C)(C)C)Cl (tert-butyldimethylsilyl chloride), N1C=NC=C1 (imidazole). Run at time 8 hour. The product is BrC1=C(C=CC=C1)[C@H](C)O[Si](C)(C)C(C)(C)C ((5)-[1-(2-Bromo-phenyl)-ethoxy]-tert-butyl-dimethyl-silane). Yield: 82.0%. Reaction SMILES: [Br:1][C:2]1[CH:10]=[CH:9][CH:8]=[CH:7][C:3]=1[C@@H:4]([OH:6])[CH3:5].[Si:11](Cl)([C:14]([CH3:17])([CH3:16])[CH3:15])([CH3:13])[CH3:12].N1C=CN=C1>>[Br:1][C:2]1[CH:10]=[CH:9][CH:8]=[CH:7][C:3]=1[C@@H:4]([O:6][Si:11]([C:14]([CH3:17])([CH3:16])[CH3:15])([CH3:13])[CH3:12])[CH3:5]. Procedure details: To a 25 mL flask containing (S)-(−)-2-bromo-alpha-methylbenzyl alcohol (200 mg, 1.0 mmol), tert-butyldimethylsilyl chloride (165 mg, 1.1 mmol), and imidazole (203 mg, 3.0 mmol) flushed with nitrogen was added 5 mL of dimethylformamide. After stirring overnight, the mixture was quenched with saturated sodium bicarbonate, diluted with ethyl acetate, washed with NaH2PO4, saturated aqueous sodium bicarbonate, water, brine, dried (Na2SO4), filtered, and concentrated. Purification by flash chromatogra...